describe an organic reaction: reactants, conditions, products, and yield From a dataset of the Open Reaction Database (ORD), a public repository of structured organic reaction records. The reactants are CC1=CC=CC2=C1SC=C2 (7-methylbenzo[b]thiophene), BrN1C(CCC1=O)=O (N-bromosuccinimide), α,α'-azoisobutyronitrile. Solvent: C(Cl)(Cl)(Cl)Cl (carbon tetrachloride). Product: BrCC1=CC=CC2=C1SC=C2 (7-Bromomethylbenzo[b]thiophene). RXN SMILES: [CH3:1][C:2]1[C:7]2[S:8][CH:9]=[CH:10][C:6]=2[CH:5]=[CH:4][CH:3]=1.[Br:11]N1C(=O)CCC1=O>C(Cl)(Cl)(Cl)Cl>[Br:11][CH2:1][C:2]1[C:7]2[S:8][CH:9]=[CH:10][C:6]=2[CH:5]=[CH:4][CH:3]=1. Reported procedure: 7 g of 7-methylbenzo[b]thiophene, 8,5 g of N-bromosuccinimide and a spatula tip of α,α'-azoisobutyronitrile are refluxed together for 6 hours in 50 ml of carbon tetrachloride. The resulting mixture is cooled, filtered and concentrated by evaporation. The resulting raw title compound can be directly employed in the next step. M.p. when isolated=57° (isopropanol)